The task is: describe an organic reaction: reactants, conditions, products, and yield. This data is from the Open Reaction Database (ORD), a public repository of structured organic reaction records. Reactants: O=C1Nc2nccc(Cl)c2C1(Br)Br, CC(=O)O, CO, CCOC(C)=O, [Zn]. The product is O=C1Cc2c(Cl)ccnc2N1. Reaction SMILES: [Br:1][C:2]1([Br:13])[C:3](=[O:12])[NH:4][c:5]2[n:6][cH:7][cH:8][c:9]([Cl:11])[c:10]21.[C:14]([OH:15])(=[O:16])[CH3:17].[CH3:18][OH:19].[CH3:21][CH2:22][O:23][C:24]([CH3:25])=[O:26].[Zn:20]>>[CH2:2]1[C:3](=[O:12])[NH:4][c:5]2[n:6][cH:7][cH:8][c:9]([Cl:11])[c:10]21. Reaction SMILES: [ClH:1].[N:2]1[CH:7]=[C:6]([C:8]2[CH:9]=[CH:10][CH:11]=[C:12]3[C:17]=2[C:16](=[O:18])[N:15]([CH:19]2[CH2:21][CH:20]2[C:22]2[CH:31]=[CH:30][C:29]4[C:24](=[CH:25][CH:26]=[CH:27][CH:28]=4)[N:23]=2)[CH:14]=[CH:13]3)[CH:5]=[N:4][CH:3]=1.C(=O)([O-])O.[Na+]>C(Cl)Cl>[Cl:1][C:13]1[C:12]2[C:17](=[C:8]([C:6]3[CH:5]=[N:4][CH:3]=[N:2][CH:7]=3)[CH:9]=[CH:10][CH:11]=2)[C:16](=[O:18])[N:15]([CH:19]2[CH2:21][CH:20]2[C:22]2[CH:31]=[CH:30][C:29]3[C:24](=[CH:25][CH:26]=[CH:27][CH:28]=3)[N:23]=2)[CH:14]=1 |f:0.1,2.3|. The reactants are Cl.N1=CN=CC(=C1)C=1C=CC=C2C=CN(C(C12)=O)C1C(C1)C1=NC2=CC=CC=C2C=C1 (8-(pyrimidin-5-yl)-2-(2-(quinolin-2-yl)cyclopropyl)isoquinolin-1(2H)-one hydrochloride), C(O)([O-])=O.[Na+] (sodium hydrogencarbonate). Yields the product ClC1=CN(C(C2=C(C=CC=C12)C=1C=NC=NC1)=O)C1C(C1)C1=NC2=CC=CC=C2C=C1 (4-chloro-8-(pyrimidin-5-yl)-2-(2-(quinolin-2-yl)cyclopropyl)isoquinolin-1(2H)-one). Isolated yield 7.9%. Procedure: Anti (+8-(pyrimidin-5-yl)-2-(2-(quinolin-2-yl)cyclopropyl)isoquinolin-1(2H)-one hydrochloride from example 240b was mixed with sodium hydrogencarbonate solution and DCM. The phases were separated and the organic phase dried. Purification by column chromatography (DCM/methanol) gave the title compound (7.89% yield) as white solid. LC-MS: m/e=425.1 The solvent is C(Cl)Cl (DCM). Starting materials: C(C)(=O)OC=1C=C2C(=NC(=NC2=CC1OC)C1=CC(=CC=C1)[N+](=O)[O-])NC=1C=C2C=NN(C2=CC1)C(=O)OC(C)(C)C (tert-butyl 5-(6-acetoxy-7-methoxy-2-(3-nitrophenyl)-quinazolin-4-ylamino)-1H-indazole-1-carboxylate), [NH4+].[OH-] (NH4OH). The solvent is CO (MeOH). Run at time 20 hour. Yields the product OC=1C=C2C(=NC(=NC2=CC1OC)C1=CC(=CC=C1)[N+](=O)[O-])NC=1C=C2C=NN(C2=CC1)C(=O)OC(C)(C)C (tert-butyl 5-(6-hydroxy-7-methoxy-2-(3-nitrophenyl)quinazolin-4-ylamino)-1H-indazole-1-carboxylate). RXN SMILES: C([O:4][C:5]1[CH:6]=[C:7]2[C:12](=[CH:13][C:14]=1[O:15][CH3:16])[N:11]=[C:10]([C:17]1[CH:22]=[CH:21][CH:20]=[C:19]([N+:23]([O-:25])=[O:24])[CH:18]=1)[N:9]=[C:8]2[NH:26][C:27]1[CH:28]=[C:29]2[C:33](=[CH:34][CH:35]=1)[N:32]([C:36]([O:38][C:39]([CH3:42])([CH3:41])[CH3:40])=[O:37])[N:31]=[CH:30]2)(=O)C.[NH4+].[OH-]>CO>[OH:4][C:5]1[CH:6]=[C:7]2[C:12](=[CH:13][C:14]=1[O:15][CH3:16])[N:11]=[C:10]([C:17]1[CH:22]=[CH:21][CH:20]=[C:19]([N+:23]([O-:25])=[O:24])[CH:18]=1)[N:9]=[C:8]2[NH:26][C:27]1[CH:28]=[C:29]2[C:33](=[CH:34][CH:35]=1)[N:32]([C:36]([O:38][C:39]([CH3:42])([CH3:41])[CH3:40])=[O:37])[N:31]=[CH:30]2 |f:1.2|. Reported procedure: To a suspension of tert-butyl 5-(6-acetoxy-7-methoxy-2-(3-nitrophenyl)-quinazolin-4-ylamino)-1H-indazole-1-carboxylate (1.150 g, 2.01 mmol) in MeOH (100 mL) was added 28% aq. NH4OH solution (0.7 mL). The mixture was stirred at RT for 20 h. The solid was collected via filtration and dried under vacuum to give tert-butyl 5-(6-hydroxy-7-methoxy-2-(3-nitrophenyl)quinazolin-4-ylamino)-1H-indazole-1-carboxylate. (0.800 g, 1.51 mmol, 75%). HPLC retention time 6.57 mins. The reactants are COC=1C=CC(=CC1)P2(=S)SP(=S)(S2)C=3C=CC(=CC3)OC (Lawesson's reagent), C(CCCCCCCCCCCCCCC)OC1=CC=C(C=C1)C1=C(C(=C(C(=C1)Cl)C1=CC=C(C=C1)OCCCCCCCCCCCCCCCC)NC(C1=CC=CC=C1)=O)Cl (1,4-bis(4-hexadecyloxyphenyl)benzoylamino-2,5-dichloro-benzene). The solvent is ClC1=CC=CC=C1 (chlorobenzene). Yields the product C(CCCCCCCCCCCCCCC)OC1=CC=C(C=C1)C1=C(C(=C(C(=C1)Cl)C1=CC=C(C=C1)OCCCCCCCCCCCCCCCC)NC(C1=CC=CC=C1)=S)Cl (1,4-bis(4-hexadecyloxyphenyl)thiobenzoylamino-2,5-dichloro-benzene), compound. Yield: 90.2%. As a reaction SMILES: COC1C=CC(P2(SP(C3C=CC(OC)=CC=3)(=S)S2)=[S:10])=CC=1.[CH2:23]([O:39][C:40]1[CH:45]=[CH:44][C:43]([C:46]2[CH:51]=[C:50]([Cl:52])[C:49]([C:53]3[CH:58]=[CH:57][C:56]([O:59][CH2:60][CH2:61][CH2:62][CH2:63][CH2:64][CH2:65][CH2:66][CH2:67][CH2:68][CH2:69][CH2:70][CH2:71][CH2:72][CH2:73][CH2:74][CH3:75])=[CH:55][CH:54]=3)=[C:48]([NH:76][C:77](=O)[C:78]3[CH:83]=[CH:82][CH:81]=[CH:80][CH:79]=3)[C:47]=2[Cl:85])=[CH:42][CH:41]=1)[CH2:24][CH2:25][CH2:26][CH2:27][CH2:28][CH2:29][CH2:30][CH2:31][CH2:32][CH2:33][CH2:34][CH2:35][CH2:36][CH2:37][CH3:38]>ClC1C=CC=CC=1>[CH2:23]([O:39][C:40]1[CH:45]=[CH:44][C:43]([C:46]2[CH:51]=[C:50]([Cl:52])[C:49]([C:53]3[CH:58]=[CH:57][C:56]([O:59][CH2:60][CH2:61][CH2:62][CH2:63][CH2:64][CH2:65][CH2:66][CH2:67][CH2:68][CH2:69][CH2:70][CH2:71][CH2:72][CH2:73][CH2:74][CH3:75])=[CH:55][CH:54]=3)=[C:48]([NH:76][C:77](=[S:10])[C:78]3[CH:83]=[CH:82][CH:81]=[CH:80][CH:79]=3)[C:47]=2[Cl:85])=[CH:42][CH:41]=1)[CH2:24][CH2:25][CH2:26][CH2:27][CH2:28][CH2:29][CH2:30][CH2:31][CH2:32][CH2:33][CH2:34][CH2:35][CH2:36][CH2:37][CH3:38]. Reported procedure: Next, a Lawesson's reagent (2.2 g, 5.5 mmol) and chlorobenzene (20 ml) were added to 1,4-bis(4-hexadecyloxyphenyl)benzoylamino-2,5-dichloro-benzene 3 (4.0 g, 4.6 mmol) prepared above, and the mixture was heated under reflux for about 4 hr. After the completion of the reaction, the precipitated yellow powder was collected by filtration, was washed with ethanol, and was dried. Thereafter, the yellow powder thus obtained was recrystallized from DMF to give 1,4-bis(4-hexadecyloxyphenyl)thiobenzoylam... The reactants are O=[N+]([O-])c1ccc(Br)cc1, C#C[Si](C)(C)C, CC(C)NC(C)C, [Cu]I. Product: C[Si](C)(C)C#Cc1ccc([N+](=O)[O-])cc1. As a reaction SMILES: [Br:1][c:2]1[cH:3][cH:4][c:5]([N+:8](=[O:9])[O-:10])[cH:6][cH:7]1.[CH3:11][Si:12]([CH3:13])([CH3:14])[C:15]#[CH:16].[CH:17]([NH:18][CH:19]([CH3:20])[CH3:21])([CH3:22])[CH3:23].[Cu:24][I:25]>>[c:2]1([C:16]#[C:15][Si:12]([CH3:11])([CH3:13])[CH3:14])[cH:3][cH:4][c:5]([N+:8](=[O:9])[O-:10])[cH:6][cH:7]1. Reactants: Cc1c(CO)cccc1-n1cccc1, CCCCCCC, Cc1ccccc1, CC1(C)C(C=C(Cl)C(F)(F)F)C1C(=O)Cl, c1ccncc1. Yields the product Cc1c(COC(=O)C2C(C=C(Cl)C(F)(F)F)C2(C)C)cccc1-n1cccc1. Reaction SMILES: [CH3:1][c:2]1[c:3]([CH2:13][OH:14])[cH:4][cH:5][cH:6][c:7]1-[n:8]1[cH:9][cH:10][cH:11][cH:12]1.[CH3:36][CH2:37][CH2:38][CH2:39][CH2:40][CH2:41][CH3:42].[CH3:43][c:44]1[cH:45][cH:46][cH:47][cH:48][cH:49]1.[Cl:21][C:22](=[CH:23][CH:24]1[C:25]([CH3:30])([CH3:31])[CH:26]1[C:27](=[O:28])[Cl:29])[C:32]([F:33])([F:34])[F:35].[cH:15]1[cH:16][cH:17][n:18][cH:19][cH:20]1>>[CH3:1][c:2]1[c:3]([CH2:13][O:14][C:27]([CH:26]2[CH:24]([CH:23]=[C:22]([Cl:21])[C:32]([F:33])([F:34])[F:35])[C:25]2([CH3:30])[CH3:31])=[O:28])[cH:4][cH:5][cH:6][c:7]1-[n:8]1[cH:9][cH:10][cH:11][cH:12]1.